The task is: describe an organic reaction: reactants, conditions, products, and yield. This data is from the Open Reaction Database (ORD), a public repository of structured organic reaction records. Starting materials: ClC1=NC=CC(=C1)NC(OC1=CC=CC=C1)=O (phenyl N-(2-chloro-4-pyridinyl)carbamate), C1(CCCC1)N (cyclopentylamine). Run in CC(=O)C (acetone). Product: ClC1=NC=CC(=C1)NC(=O)NC1CCCC1 (N-(2-chloro-4-pyridinyl)-N'-cyclopentylurea). Yield: 85.8%. Reaction SMILES: [Cl:1][C:2]1[CH:7]=[C:6]([NH:8][C:9](=[O:17])OC2C=CC=CC=2)[CH:5]=[CH:4][N:3]=1.[CH:18]1([NH2:23])[CH2:22][CH2:21][CH2:20][CH2:19]1>CC(C)=O>[Cl:1][C:2]1[CH:7]=[C:6]([NH:8][C:9]([NH:23][CH:18]2[CH2:22][CH2:21][CH2:20][CH2:19]2)=[O:17])[CH:5]=[CH:4][N:3]=1. Procedure: A stirred solution of 3.5 grams (0.0141 mole) of phenyl N-(2-chloro-4-pyridinyl)carbamate and 1.7 ml (0.0172 mole) of cyclopentylamine in 60 ml of acetone was heated under reflux for three hours. The reaction mixture was cooled and concentrated under reduced pressure to a residual oil. The oil was dissolved in 20 ml of methylene chloride and passed through a column of silica gel. Elution was accomplished with 5% and 10% acetone-methylene chloride. The appropriate fractions were combined and conc... Starting materials: BrC1=C(OC2=NC(=NC=C2)N)C=CC=C1 (4-(2-bromophenoxy)pyrimidin-2-amine), CC1(OB(OC1(C)C)C=1C=CC(=NC1)C=1C=NC(=NC1)N)C (5-(5-(4,4,5,5-tetramethyl-1,3,2-dioxaborolan-2-yl)pyridin-2-yl)pyrimidin-2-amine). Yields the product NC1=NC=C(C=N1)C1=CC=C(C=N1)C1=C(OC2=NC(=NC=C2)N)C=CC=C1 (4-{2-[6-(2-Aminopyrimidin-5-yl)pyridin-3-yl]phenoxy}pyrimidin-2-amine). As a reaction SMILES: Br[C:2]1[CH:15]=[CH:14][CH:13]=[CH:12][C:3]=1[O:4][C:5]1[CH:10]=[CH:9][N:8]=[C:7]([NH2:11])[N:6]=1.CC1(C)C(C)(C)OB([C:24]2[CH:25]=[CH:26][C:27]([C:30]3[CH:31]=[N:32][C:33]([NH2:36])=[N:34][CH:35]=3)=[N:28][CH:29]=2)O1>>[NH2:36][C:33]1[N:34]=[CH:35][C:30]([C:27]2[N:28]=[CH:29][C:24]([C:2]3[CH:15]=[CH:14][CH:13]=[CH:12][C:3]=3[O:4][C:5]3[CH:10]=[CH:9][N:8]=[C:7]([NH2:11])[N:6]=3)=[CH:25][CH:26]=2)=[CH:31][N:32]=1. Procedure details: The title compound was prepared in a manner similar to that described in Example 88 using 4-(2-bromophenoxy)pyrimidin-2-amine and 5-(5-(4,4,5,5-tetramethyl-1,3,2-dioxaborolan-2-yl)pyridin-2-yl)pyrimidin-2-amine. MS (ESI): mass calcd. for C19H15N7O, 357.13; m/z found, 358.1 [M+H]+. 1H NMR (500 MHz, CD3OD) δ 8.91 (s, 2H), 8.68-8.59 (m, 1H), 8.03 (dd, J=6.9, 0.9, 1H), 7.97-7.89 (m, 1H), 7.83 (d, J=8.3, 1H), 7.60-7.53 (m, 2H), 7.52-7.44 (m, 1H), 7.35 (d, J=7.9, 1H), 6.53 (dd, J=6.9, 0.9, 1H). The reactants are trimethylsilyl, C(C)(=O)O[C@H]1[C@H](OC(C2=CC=CC=C2)=O)[C@H](OC(C2=CC=CC=C2)=O)[C@H](O1)COC(C1=CC=CC=C1)=O (1-O-acetyl-2,3,5-tri-O-benzoyl-β-D-ribofuranose), NC1=NC=2N(C(N1)=O)C=CN2 (2-aminoimidazo[1,2-a]-s-triazin-4-one), C[Si](N[Si](C)(C)C)(C)C (hexamethyldisilazane), S(=O)(=O)([O-])[O-].[NH4+].[NH4+] (ammonium sulfate), stannic chloride. Run in C(Cl)(Cl)Cl (chloroform), ClCCCl (1,2-dichloroethane). Conditions: time 30 hour. Product: NC=1N=C2N(C(N1)=O)C=CN2[C@H]2[C@H](OC(C1=CC=CC=C1)=O)[C@H](OC(C1=CC=CC=C1)=O)[C@H](O2)COC(C2=CC=CC=C2)=O (2-Amino-8-(2,3,5-tri-O-benzoyl-β-D-ribofuranosyl)imidazo[1,2-a]-s-triazin-4-one). As a reaction SMILES: [NH2:1][C:2]1[NH:7][C:6](=[O:8])[N:5]2[CH:9]=[CH:10][N:11]=[C:4]2[N:3]=1.C[Si](C)(C)N[Si](C)(C)C.S([O-])([O-])(=O)=O.[NH4+].[NH4+].C(O[C@@H:32]1[O:54][C@H:53]([CH2:55][O:56][C:57](=[O:64])[C:58]2[CH:63]=[CH:62][CH:61]=[CH:60][CH:59]=2)[C@@H:43]([O:44][C:45](=[O:52])[C:46]2[CH:51]=[CH:50][CH:49]=[CH:48][CH:47]=2)[C@H:33]1[O:34][C:35](=[O:42])[C:36]1[CH:41]=[CH:40][CH:39]=[CH:38][CH:37]=1)(=O)C>ClCCCl.C(Cl)(Cl)Cl>[NH2:1][C:2]1[N:3]=[C:4]2[N:11]([C@@H:32]3[O:54][C@H:53]([CH2:55][O:56][C:57](=[O:64])[C:58]4[CH:63]=[CH:62][CH:61]=[CH:60][CH:59]=4)[C@@H:43]([O:44][C:45](=[O:52])[C:46]4[CH:51]=[CH:50][CH:49]=[CH:48][CH:47]=4)[C@H:33]3[O:34][C:35](=[O:42])[C:36]3[CH:37]=[CH:38][CH:39]=[CH:40][CH:41]=3)[CH:10]=[CH:9][N:5]2[C:6](=[O:8])[N:7]=1 |f:2.3.4|. Procedure: A mixture of dry 2-aminoimidazo[1,2-a]-s-triazin-4-one (V) 3.02 g, 0.020 mol), freshly distilled hexamethyldisilazane (15.0 mL), and a few crystals of ammonium sulfate (25 mg) was heated at reflux temperature for 15 h. with the exclusion of moisture. The clear, slightly brown solution was fractionated by distillation to remove excess of hexamethyldisilazane and the residual gum was presumed to be the bis(trimethylsilyl) derivative which was used without further prification. To a solution of the ... Reactants: ClC=1C(=CC(=C(C1)C(C(=O)OCC)=O)C)OC (ethyl 2-(5-chloro-4-methoxy-2-methylphenyl)-2-oxoacetate), ClC=1C(=CC(=C(C1)C(C(=O)OCC)=O)C)OC (ethyl 2-(5-chloro-4-methoxy-2-methylphenyl)-2-oxoacetate). The reagents and catalysts are [Zn] (zinc). Solvent: CC(=O)O (AcOH), CC(=O)O (AcOH). Run at time 16 hour. Yields the product ClC=1C(=CC(=C(C1)C(C(=O)OCC)O)C)OC (ethyl 2-(5-chloro-4-methoxy-2-methylphenyl)-2-hydroxyacetate). The yield is 92.4%. RXN SMILES: [Cl:1][C:2]1[C:3]([O:16][CH3:17])=[CH:4][C:5]([CH3:15])=[C:6]([C:8](=[O:14])[C:9]([O:11][CH2:12][CH3:13])=[O:10])[CH:7]=1>CC(O)=O.[Zn]>[Cl:1][C:2]1[C:3]([O:16][CH3:17])=[CH:4][C:5]([CH3:15])=[C:6]([CH:8]([OH:14])[C:9]([O:11][CH2:12][CH3:13])=[O:10])[CH:7]=1. Procedure: A solution of ethyl 2-(5-chloro-4-methoxy-2-methylphenyl)-2-oxoacetate (Intermediate 3-7; 6.12 g, 23.84 mmol) in warm AcOH (60 mL) was added to a stirred suspension of zinc dust (7.80 g, 119.21 mmol) in AcOH (20 mL) and the resulting suspension was stirred at ambient temperature for 16 hours. The reaction mixture was filtered, the filtrate diluted with EtOAc (200 mL), and washed with saturated brine (3×125 mL). The organic layer was dried over MgSO4, filtered and evaporated to afford ethyl 2-(5-... Procedure details: A solution of alane-dimethylethylamine complex (0.5 M in toluene, 3.1 mL, 1.55 mmol) was added to a solution of the product of example 68A (154 mg, 0.31 mmol) in tetrahydrofuran (5.0 mL) at room temperature under nitrogen. The turbid solution was stirred at room temperature for 3 hours and then quenched by addition of methanol (1 mL), followed after 5 minutes by water (5 mL) and 25% NaOH (0.5 mL). The aqueous layer was separated and extracted with ethyl acetate (2×5 mL), and the combined organic... Conditions: time 3 hour. The reactants are CN(CC)C (dimethylethylamine), FC1=CC=C(CN2CC3N(C4=C(N(CC3)C(=O)[C@H]3N(CC3)C(=O)OC(C)(C)C)C=CC=N4)CC2)C=C1 (tert-butyl (2S)-2-{[9-(4-fluorobenzyl)-7,7a,8,9,10,11-hexahydropyrazino[1,2-d]pyrido[3,2-b][1,4]diazepin-5(6H)-yl]carbonyl}azetidine-1-carboxylate). Product: (NH4)2CO3, FC1=CC=C(CN2CC3N(C4=C(N(CC3)C[C@H]3N(CC3)C(=O)OC(C)(C)C)C=CC=N4)CC2)C=C1 (tert-butyl (2S)-2-{[9-(4-fluorobenzyl)-7,7a,8,9,10,11-hexahydropyrazino[1,2-d]pyrido[3,2-b][1,4]diazepin-5(6H)-yl]methyl}azetidine-1-carboxylate). Reaction SMILES: CN(C)CC.[F:6][C:7]1[CH:41]=[CH:40][C:10]([CH2:11][N:12]2[CH2:39][CH2:38][N:15]3[C:16]4[N:37]=[CH:36][CH:35]=[CH:34][C:17]=4[N:18]([C:21]([C@@H:23]4[CH2:26][CH2:25][N:24]4[C:27]([O:29][C:30]([CH3:33])([CH3:32])[CH3:31])=[O:28])=O)[CH2:19][CH2:20][CH:14]3[CH2:13]2)=[CH:9][CH:8]=1>O1CCCC1>[F:6][C:7]1[CH:8]=[CH:9][C:10]([CH2:11][N:12]2[CH2:39][CH2:38][N:15]3[C:16]4[N:37]=[CH:36][CH:35]=[CH:34][C:17]=4[N:18]([CH2:21][C@@H:23]4[CH2:26][CH2:25][N:24]4[C:27]([O:29][C:30]([CH3:33])([CH3:32])[CH3:31])=[O:28])[CH2:19][CH2:20][CH:14]3[CH2:13]2)=[CH:40][CH:41]=1. The solvent is O1CCCC1 (tetrahydrofuran). Starting materials: Cl.N[C@@H]1CC[C@H](CC1)NC(=O)C1=C(NC2=C1N=CN=C2C2=C(C=C(C(=C2)C)F)OCC2CC2)C (N-(trans-4-aminocyclohexyl)-4-[2-(cyclopropylmethoxy)-4-fluoro-5-methylphenyl]-6-methyl-5H-pyrrolo[3,2-d]pyrimidine-7-carboxamide hydrochloride), C(C)(=O)Cl (acetyl chloride). Product: C(C)(=O)N[C@@H]1CC[C@H](CC1)NC(=O)C1=C(NC2=C1N=CN=C2C2=C(C=C(C(=C2)C)F)OCC2CC2)C (N-[trans-4-(Acetylamino)cyclohexyl]-4-[2-(cyclopropylmethoxy)-4-fluoro-5-methylphenyl]-6-methyl-5H-pyrrolo[3,2-d]pyrimidine-7-carboxamide). As a reaction SMILES: Cl.[NH2:2][C@H:3]1[CH2:8][CH2:7][C@H:6]([NH:9][C:10]([C:12]2[C:16]3[N:17]=[CH:18][N:19]=[C:20]([C:21]4[CH:26]=[C:25]([CH3:27])[C:24]([F:28])=[CH:23][C:22]=4[O:29][CH2:30][CH:31]4[CH2:33][CH2:32]4)[C:15]=3[NH:14][C:13]=2[CH3:34])=[O:11])[CH2:5][CH2:4]1.[C:35](Cl)(=[O:37])[CH3:36]>>[C:35]([NH:2][C@H:3]1[CH2:8][CH2:7][C@H:6]([NH:9][C:10]([C:12]2[C:16]3[N:17]=[CH:18][N:19]=[C:20]([C:21]4[CH:26]=[C:25]([CH3:27])[C:24]([F:28])=[CH:23][C:22]=4[O:29][CH2:30][CH:31]4[CH2:32][CH2:33]4)[C:15]=3[NH:14][C:13]=2[CH3:34])=[O:11])[CH2:5][CH2:4]1)(=[O:37])[CH3:36] |f:0.1|. Procedure details: Starting from N-(trans-4-aminocyclohexyl)-4-[2-(cyclopropylmethoxy)-4-fluoro-5-methylphenyl]-6-methyl-5H-pyrrolo[3,2-d]pyrimidine-7-carboxamide hydrochloride (example D.f41) and commercially available acetyl chloride the title compound is obtained as colorless solid. Reactants: C(C)OC(C(C(=O)OCC)=CNC1=CC(CCC1)=O)=O (N-(3-oxo-1-cyclohexen-1-yl)aminomethylenemalonic acid diethyl ester), CCCCCC (n-hexane). Run in C1(=CC=CC=C1)OC1=CC=CC=C1 (diphenyl ether), C1(=CC=CC=C1)OC1=CC=CC=C1 (Diphenyl ether). The product is C(C)OC(=O)C=1C=NC=2CCCC(C2C1O)=O (4-Hydroxy-5,6,7,8-tetrahydro-5-oxo-3-quinolinecarboxylic Acid Ethyl Ester). The yield is 76.1%. As a reaction SMILES: C(O[C:4](=[O:20])[C:5](=[CH:11][NH:12][C:13]1[CH2:18][CH2:17][CH2:16][C:15](=[O:19])[CH:14]=1)[C:6]([O:8][CH2:9][CH3:10])=[O:7])C.CCCCCC>C1(OC2C=CC=CC=2)C=CC=CC=1>[CH2:9]([O:8][C:6]([C:5]1[CH:11]=[N:12][C:13]2[CH2:18][CH2:17][CH2:16][C:15](=[O:19])[C:14]=2[C:4]=1[OH:20])=[O:7])[CH3:10]. Procedure details: Diphenyl ether (20 ml) was heated to 260° C. or above, and a solution of 6.87 g of N-(3-oxo-1-cyclohexen-1-yl)aminomethylenemalonic acid diethyl ester in 5 ml of diphenyl ether was added thereto drop by drop. The resulting reaction mixture was refluxed for 15 minutes. After being allowed to cool, the reaction mixture was poured into 300 ml of n-hexane. The precipitate so formed was separated by filtration and then purified to obtain a yield of 4.37 g of the desired compound in the form of a pale...